From a dataset of the Open Reaction Database (ORD), a public repository of structured organic reaction records. describe an organic reaction: reactants, conditions, products, and yield Procedure: 2-amino dodecane, 2-amino-tridecane; RXN SMILES: [NH2:1][CH:2]([CH2:4][CH2:5][CH2:6][CH2:7][CH2:8][CH2:9][CH2:10]CCC)[CH3:3].NC(CCCCCCCCCCC)C>>[NH2:1][CH:2]([CH2:4][CH2:5][CH2:6][CH2:7][CH2:8][CH2:9][CH3:10])[CH3:3]. Starting materials: NC(C)CCCCCCCCCC (2-amino dodecane), NC(C)CCCCCCCCCCC (2-amino-tridecane). Yields the product NC(C)CCCCCCC (2-amino-nonane). The reactants are C(=O)(OCC1C2=CC=CC=C2C2=CC=CC=C12)Cl (Fmoc chloride), Cl.N1C(COCC1)C(=O)OC (methyl morpholine-3-carboxylate hydrochloride), C([O-])(O)=O.[Na+] (sodium bicarbonate). Solvent: O1CCOCC1 (1,4-dioxane), O1CCOCC1 (1,4-dioxane), O (water). Conditions: time 2 hour. Product: N1(C(COCC1)C(=O)OC)C(=O)OCC1C2=CC=CC=C2C=2C=CC=CC12 (4-(9H-fluoren-9-ylmethyl) 3-methyl 3,4-morpholinedicarboxylate). As a reaction SMILES: Cl.[NH:2]1[CH2:7][CH2:6][O:5][CH2:4][CH:3]1[C:8]([O:10][CH3:11])=[O:9].C(=O)(O)[O-].[Na+].[C:17](Cl)([O:19][CH2:20][CH:21]1[C:33]2[C:28](=[CH:29][CH:30]=[CH:31][CH:32]=2)[C:27]2[C:22]1=[CH:23][CH:24]=[CH:25][CH:26]=2)=[O:18]>O1CCOCC1.O>[N:2]1([C:17]([O:19][CH2:20][CH:21]2[C:22]3[CH:23]=[CH:24][CH:25]=[CH:26][C:27]=3[C:28]3[C:33]2=[CH:32][CH:31]=[CH:30][CH:29]=3)=[O:18])[CH2:7][CH2:6][O:5][CH2:4][CH:3]1[C:8]([O:10][CH3:11])=[O:9] |f:0.1,2.3|. Procedure: To a stirred solution of methyl morpholine-3-carboxylate hydrochloride (2.0 g, 11.01 mmol) in a mixture of 1,4-dioxane (10 mL) and water (20 mL) was added sodium bicarbonate (2.79 g, 33.2 mmol). The suspension was cooled in an ice-water bath and a solution of Fmoc chloride (2.93 g, 11.33 mmol) in 1,4-dioxane (30 mL) was added. The mixture was stirred at ambient temperature for 2 hours. The mixture was partitioned between ethyl acetate (150 mL) and water (150 mL). The phases were separated and th... Procedure: A mixture of benzoic acid 4-hydroxy-3-nitro-phenyl ester (Tapia, R.; Torres, G. and Valderrama, J. A. Synth. Commun. 1986, 16, 681) (20.7 g, 80 mmol), benzyl bromide (42.75 g, 250 mmol), potassium carbonate (48.3 g, 350 mmol) and DMF (300 mL) was stirred at room temperature for 2 days. After removing the solvent the residue was dissolved in water and extracted with CH2Cl2. The organic extracts were dried (MgSO4) and concentrated. The product was purified by flash silica gel chromatography elutin... The solvent is CN(C)C=O (DMF). Yields the product C(C1=CC=CC=C1)OC1=C(C=C(C=C1)OC(C1=CC=CC=C1)=O)[N+](=O)[O-] (Benzoic acid 4-benzyloxy-3-nitro-phenyl ester). Reactants: C(C1=CC=CC=C1)Br (benzyl bromide), C([O-])([O-])=O.[K+].[K+] (potassium carbonate), OC1=C(C=C(C=C1)OC(C1=CC=CC=C1)=O)[N+](=O)[O-] (benzoic acid 4-hydroxy-3-nitro-phenyl ester). Yield: 90.0%. Reaction SMILES: [OH:1][C:2]1[CH:7]=[CH:6][C:5]([O:8][C:9](=[O:16])[C:10]2[CH:15]=[CH:14][CH:13]=[CH:12][CH:11]=2)=[CH:4][C:3]=1[N+:17]([O-:19])=[O:18].[CH2:20](Br)[C:21]1[CH:26]=[CH:25][CH:24]=[CH:23][CH:22]=1.C(=O)([O-])[O-].[K+].[K+]>CN(C=O)C>[CH2:20]([O:1][C:2]1[CH:7]=[CH:6][C:5]([O:8][C:9](=[O:16])[C:10]2[CH:15]=[CH:14][CH:13]=[CH:12][CH:11]=2)=[CH:4][C:3]=1[N+:17]([O-:19])=[O:18])[C:21]1[CH:26]=[CH:25][CH:24]=[CH:23][CH:22]=1 |f:2.3.4|. The reactants are NC1=C(N=C(S1)C1=C(C=CC=C1F)F)C(=O)NC=1C=NN(C1C1OCC(CO1)(CNC(C(F)(F)F)=O)C)C (5-amino-2-(2,6-difluorophenyl)-N-(1-methyl-5-(5-methyl-5-((2,2,2-trifluoroacetamido)methyl)-1,3-dioxan-2-yl)-1H-pyrazol-4-yl)thiazole-4-carboxamide). Run in CO (MeOH), C(=O)([O-])[O-].[K+].[K+] (K2CO3). Run at temperature 100 celsius. Yields the product NC1=C(N=C(S1)C1=C(C=CC=C1F)F)C(=O)NC=1C=NN(C1C1OCC(CO1)(C)CN)C (5-Amino-N-[5-[5-(aminomethyl)-5-methyl-1,3-dioxan-2-yl]-1-methyl-pyrazol-4-yl]-2-(2,6-difluorophenyl)thiazole-4-carboxamide). The yield is 4.8%. Reaction SMILES: [NH2:1][C:2]1[S:6][C:5]([C:7]2[C:12]([F:13])=[CH:11][CH:10]=[CH:9][C:8]=2[F:14])=[N:4][C:3]=1[C:15]([NH:17][C:18]1[CH:19]=[N:20][N:21]([CH3:38])[C:22]=1[CH:23]1[O:28][CH2:27][C:26]([CH3:37])([CH2:29][NH:30]C(=O)C(F)(F)F)[CH2:25][O:24]1)=[O:16]>CO.C([O-])([O-])=O.[K+].[K+]>[NH2:1][C:2]1[S:6][C:5]([C:7]2[C:8]([F:14])=[CH:9][CH:10]=[CH:11][C:12]=2[F:13])=[N:4][C:3]=1[C:15]([NH:17][C:18]1[CH:19]=[N:20][N:21]([CH3:38])[C:22]=1[CH:23]1[O:28][CH2:27][C:26]([CH2:29][NH2:30])([CH3:37])[CH2:25][O:24]1)=[O:16] |f:2.3.4|. Procedure details: 2,2,2-trifluoro-N-((5-methyl-2-(1-methyl-4-nitro-1H-pyrazol-5-yl)-1,3-dioxan-5-yl)methyl)acetamide (171 mg, 0.49 mmol, intermediate 84) was dissolved in MeOH (30 mL) and ammonium formate (170 mg, 2.69 mmol) and 10% Pd/C (140 mg, 0.13 mmol) were added. The mixture was heated at reflux for 18 hr before being cooled to room temperature. The suspension was filtered, the cake washed with EtOAc (100 mL) and the filtrate concentrated under reduced pressure. The crude residue was dissolved in EtOAc (10 ...